describe an organic reaction: reactants, conditions, products, and yield From a dataset of the Open Reaction Database (ORD), a public repository of structured organic reaction records. Starting materials: [H-].[H-].[H-].[H-].[Li+].[Al+3] (LiAlH4), C(C)(=O)NC=1SC=C(N1)CC(=O)OCC (ethyl 2-acetylamino-4-thiazoleacetate), O (H2O), [OH-].[Na+] (NaOH), O (H2O). The solvent is C1CCOC1 (THF), C1CCOC1 (THF). Yields the product C(C)NC=1SC=C(N1)CCO (2-(Ethylamino)-4-thiazoleethanol). Isolated yield 51.9%. As a reaction SMILES: [H-].[H-].[H-].[H-].[Li+].[Al+3].[C:7]([NH:10][C:11]1[S:12][CH:13]=[C:14]([CH2:16][C:17](OCC)=[O:18])[N:15]=1)(=O)[CH3:8].O.[OH-].[Na+]>C1COCC1>[CH2:7]([NH:10][C:11]1[S:12][CH:13]=[C:14]([CH2:16][CH2:17][OH:18])[N:15]=1)[CH3:8] |f:0.1.2.3.4.5,8.9|. Procedure: To a stirred solution of 1.0 M LiAlH4 in THF (179 mL, 179 mmole) was added dropwise a solution of ethyl 2-acetylamino-4-thiazoleacetate (4.4 g, 17.9 mmole) in THF (50 mL). After complete addition, the reaction mixture was heated at reflux for 3 hr, then was worked up by sequential addition of H2O (0.7 mL), 10% NaOH (0.7 mL), and H2O (2.1 mL). The resulting mixture was filtered through celite® and the filtrate was concentrated. Purification by flash chromatography on silica gel (5% MeOH/CH2H2) ga...